This data is from the Open Reaction Database (ORD), a public repository of structured organic reaction records. The task is: describe an organic reaction: reactants, conditions, products, and yield The reactants are ClCC(=O)NC1=CC2=C(N=C(OC2)N[C@@H]2CCC3=CC=CC=C23)C=C1 (2-Chloro-N-[2-((R)-indan-1-ylamino)-4H-benzo[d][1,3]oxazin-6-yl]-acetamide), Cl.COCC1N(C(CNC1)COC)C ((2SR,6SR)-2,6-bis-methoxymethyl-1-methyl-piperazine hydrochloride), C(C)(C)N(CC)C(C)C (diisopropylethyl amine). The solvent is C(C)#N (acetonitrile). The product is COCC1CN(CC(N1C)COC)CC(=O)NC1=CC2=C(N=C(OC2)N[C@@H]2CCC3=CC=CC=C23)C=C1 (2-((3SR,5SR)-3,5-Bis-methoxymethyl-4-methyl-piperazin-1-yl)-N-[2-((R)-indan-1-ylamino)-4H-benzo[d][1,3]oxazin-6-yl]-acetamide). Yield: 10.5%. As a reaction SMILES: Cl[CH2:2][C:3]([NH:5][C:6]1[CH:25]=[CH:24][C:9]2[N:10]=[C:11]([NH:14][C@H:15]3[C:23]4[C:18](=[CH:19][CH:20]=[CH:21][CH:22]=4)[CH2:17][CH2:16]3)[O:12][CH2:13][C:8]=2[CH:7]=1)=[O:4].Cl.[CH3:27][O:28][CH2:29][CH:30]1[CH2:35][NH:34][CH2:33][CH:32]([CH2:36][O:37][CH3:38])[N:31]1[CH3:39].C(N(C(C)C)CC)(C)C>C(#N)C>[CH3:38][O:37][CH2:36][CH:32]1[N:31]([CH3:39])[CH:30]([CH2:29][O:28][CH3:27])[CH2:35][N:34]([CH2:2][C:3]([NH:5][C:6]2[CH:25]=[CH:24][C:9]3[N:10]=[C:11]([NH:14][C@H:15]4[C:23]5[C:18](=[CH:19][CH:20]=[CH:21][CH:22]=5)[CH2:17][CH2:16]4)[O:12][CH2:13][C:8]=3[CH:7]=2)=[O:4])[CH2:33]1 |f:1.2|. Procedure details: Prepared from 2-chloro-N-[2-((R)-indan-1-ylamino)-4H-benzo[d][1,3]oxazin-6-yl]-acetamide (Example 3 step A) (100 mg, 0.281 mmol), the above described (2SR,6SR)-2,6-bis-methoxymethyl-1-methyl-piperazine hydrochloride (69.5 mg, 0.309 mmol) and diisopropylethyl amine (144 ul, 0.843 mmol) in acetonitrile (2 ml) according to the procedure described for Example 3 step B. Obtained the title compound as a light yellow solid (15 mg, 11%), MS (ISP) m/e=508.4 [(M+H)+]. The product is O=CC(C#CCCCCC#CI)=Cc1ccccc1. The reactants are CCOCC, ClCCl, OCC(C#CCCCCC#CI)=Cc1ccccc1, O=[Cr](=O)([O-])Cl, c1cc[nH+]cc1. RXN SMILES: [CH3:34][CH2:35][O:36][CH2:37][CH3:38].[Cl:31][CH2:32][Cl:33].[I:1][C:2]#[C:3][CH2:4][CH2:5][CH2:6][CH2:7][C:8]#[C:9][C:10]([CH2:11][OH:12])=[CH:13][c:14]1[cH:15][cH:16][cH:17][cH:18][cH:19]1.[O:20]=[Cr:21]([Cl:22])([O-:23])=[O:24].[nH+:25]1[cH:26][cH:27][cH:28][cH:29][cH:30]1>>[I:1][C:2]#[C:3][CH2:4][CH2:5][CH2:6][CH2:7][C:8]#[C:9][C:10]([CH:11]=[O:12])=[CH:13][c:14]1[cH:15][cH:16][cH:17][cH:18][cH:19]1. The reactants are SC=1N=C2C(N1)=CC=C(C=C2)C (2-mercapto-6-methylcycloheptimidazole), [OH-].[K+] (potassium hydroxide), COS(OC)(=O)=O (dimethylsulfuric acid). Solvent: CO (methanol). Conditions: temperature 45 celsius. The product is CC=1C=CC=2C(N=C(N2)SC)=CC1 (6-Methyl-2-methylthiocycloheptimidazole). Reaction SMILES: [OH-].[K+].[SH:3][C:4]1[N:5]=[C:6]2[CH:13]=[CH:12][C:11]([CH3:14])=[CH:10][CH:9]=[C:7]2[N:8]=1.[CH3:15]OS(=O)(=O)OC>CO>[CH3:14][C:11]1[CH:12]=[CH:13][C:6]2[C:7](=[CH:9][CH:10]=1)[N:8]=[C:4]([S:3][CH3:15])[N:5]=2 |f:0.1|. Reported procedure: 38 g of potassium hydroxide was dissolved in 800 ml of methanol, and 108.5 g of 2-mercapto-6-methylcycloheptimidazole was added thereto and everything was stirred under heating at an internal temperature of about 45° C. Next, 131.2 g of dimethylsulfuric acid was dropwise added and everything was further stirred under heating at an internal temperature of about 45° C. for 1 hour. After the solvent was evaporated off to some extent under reduced pressure, 1 liter of water was added and the resulti... Isolated yield 108.6%. The reagents and catalysts are Cl[Pd]([P](C1=CC=CC=C1)(C2=CC=CC=C2)C3=CC=CC=C3)([P](C4=CC=CC=C4)(C5=CC=CC=C5)C6=CC=CC=C6)Cl (Bis(triphenylphosphine)palladium(II) dichloride), [Cu]I (copper(I) iodide). Procedure details: Bis(triphenylphosphine)palladium(II) dichloride (1.1 g, 1.6 mmol) and copper(I) iodide (0.3 g, 1.6 mmol) were added to triethylamine (600 mL) and heated with stirring for 20 min. The mixture was cooled to room temperature and (2-iodo-6-trifluoromethoxy-phenyl)-carbamic acid ethyl ester (60.2 g, 160 mmol) was added. After stirring for 30 min at room temperature trimethylsilylacetylene (21.1 g, 152 mmol) was added and the mixture was stirred for another 2 h at room temperature. Triethylamine was r... Yields the product C(C)OC(NC1=C(C=CC=C1C#C[Si](C)(C)C)OC(F)(F)F)=O ((2-Trifluoromethoxy-6-trimethylsilanylethynyl-phenyl)-carbamic acid ethyl ester). Reaction SMILES: [CH2:1]([O:3][C:4](=[O:18])[NH:5][C:6]1[C:11]([O:12][C:13]([F:16])([F:15])[F:14])=[CH:10][CH:9]=[CH:8][C:7]=1I)[CH3:2].[CH3:19][Si:20]([C:23]#[CH:24])([CH3:22])[CH3:21]>Cl[Pd](Cl)([P](C1C=CC=CC=1)(C1C=CC=CC=1)C1C=CC=CC=1)[P](C1C=CC=CC=1)(C1C=CC=CC=1)C1C=CC=CC=1.[Cu]I.C(N(CC)CC)C>[CH2:1]([O:3][C:4](=[O:18])[NH:5][C:6]1[C:7]([C:24]#[C:23][Si:20]([CH3:22])([CH3:21])[CH3:19])=[CH:8][CH:9]=[CH:10][C:11]=1[O:12][C:13]([F:16])([F:15])[F:14])[CH3:2] |^1:27,46|. Reactants: C(C)OC(NC1=C(C=CC=C1OC(F)(F)F)I)=O ((2-iodo-6-trifluoromethoxy-phenyl)-carbamic acid ethyl ester), C[Si](C)(C)C#C (trimethylsilylacetylene). Conditions: time 20 minute. Solvent: C(C)N(CC)CC (triethylamine). The reactants are C(=O)([O-])[O-].[Cs+].[Cs+] (Cs2CO3), IC=1C=2C(N=CC1)=CNN2 (7-Iodo-2H-pyrazolo[4,3-b]pyridine), BrCCC(C)(O)C (4-bromo-2-methylbutan-2-ol). Run in CN(C)C=O (DMF). Run at temperature 120 celsius. Yields the product IC=1C=2C(N=CC1)=CN(N2)CCC(C)(O)C (4-(7-iodo-2H-pyrazolo[4,3-b]pyridin-2-yl)-2-methylbutan-2-ol), IC1=C2C(=NC=C1)C=NN2CCC(C)(O)C (4-(7-iodo-1H-pyrazolo[4,3-b]pyridin-1-yl)-2-methylbutan-2-ol). RXN SMILES: [I:1][C:2]1[C:3]2[C:4](=[CH:8][NH:9][N:10]=2)[N:5]=[CH:6][CH:7]=1.Br[CH2:12][CH2:13][C:14]([CH3:17])([OH:16])[CH3:15].C([O-])([O-])=O.[Cs+].[Cs+]>CN(C=O)C>[I:1][C:2]1[C:3]2[C:4](=[CH:8][N:9]([CH2:12][CH2:13][C:14]([CH3:17])([OH:16])[CH3:15])[N:10]=2)[N:5]=[CH:6][CH:7]=1.[I:1][C:2]1[CH:7]=[CH:6][N:5]=[C:4]2[CH:8]=[N:9][N:10]([CH2:12][CH2:13][C:14]([CH3:17])([OH:16])[CH3:15])[C:3]=12 |f:2.3.4|. Reported procedure: 7-Iodo-2H-pyrazolo[4,3-b]pyridine (342 mg, 1.396 mmol), 4-bromo-2-methylbutan-2-ol (233 mg, 1.396 mmol) and Cs2CO3 (455 mg, 1.396 mmol) were combined in DMF (5 mL) and heated in a microwave at 120° C. for 60 minutes. The reaction was cooled, filtered, and concentrated to give a residue which purified on a silica column and eluted using a step gradient of EtOAc (0-90%) in hexanes to give 4-(7-iodo-2H-pyrazolo[4,3-b]pyridin-2-yl)-2-methylbutan-2-ol and 4-(7-iodo-1H-pyrazolo[4,3-b]pyridin-1-yl)-2-m... Reactants: CC#N, O=C1c2c(I)cc(Cl)cc2CN1Cc1ccc(OC(F)(F)F)cc1, [Cu]I, N#C[Na], c1ccc(P(c2ccccc2)(c2ccccc2)[Pd](P(c2ccccc2)(c2ccccc2)c2ccccc2)(P(c2ccccc2)(c2ccccc2)c2ccccc2)P(c2ccccc2)(c2ccccc2)c2ccccc2)cc1. The product is N#Cc1cc(Cl)cc2c1C(=O)N(Cc1ccc(OC(F)(F)F)cc1)C2. RXN SMILES: [CH3:28][C:29]#[N:30].[Cl:1][c:2]1[cH:3][c:4]2[c:8]([c:9]([I:11])[cH:10]1)[C:7](=[O:12])[N:6]([CH2:13][c:14]1[cH:15][cH:16][c:17]([O:20][C:21]([F:22])([F:23])[F:24])[cH:18][cH:19]1)[CH2:5]2.[Cu:108][I:109].[Na:25][C:26]#[N:27].[cH:31]1[cH:32][cH:33][c:34]([P:35]([Pd:36]([P:37]([c:38]2[cH:39][cH:40][cH:41][cH:42][cH:43]2)([c:44]2[cH:45][cH:46][cH:47][cH:48][cH:49]2)[c:50]2[cH:51][cH:52][cH:53][cH:54][cH:55]2)([P:56]([c:57]2[cH:58][cH:59][cH:60][cH:61][cH:62]2)([c:63]2[cH:64][cH:65][cH:66][cH:67][cH:68]2)[c:69]2[cH:70][cH:71][cH:72][cH:73][cH:74]2)[P:75]([c:76]2[cH:77][cH:78][cH:79][cH:80][cH:81]2)([c:82]2[cH:83][cH:84][cH:85][cH:86][cH:87]2)[c:88]2[cH:89][cH:90][cH:91][cH:92][cH:93]2)([c:94]2[cH:95][cH:96][cH:97][cH:98][cH:99]2)[c:100]2[cH:101][cH:102][cH:103][cH:104][cH:105]2)[cH:106][cH:107]1>>[Cl:1][c:2]1[cH:3][c:4]2[c:8]([c:9]([C:26]#[N:27])[cH:10]1)[C:7](=[O:12])[N:6]([CH2:13][c:14]1[cH:15][cH:16][c:17]([O:20][C:21]([F:22])([F:23])[F:24])[cH:18][cH:19]1)[CH2:5]2.